Dataset: the Open Reaction Database (ORD), a public repository of structured organic reaction records. Task: describe an organic reaction: reactants, conditions, products, and yield Reactants: O=C([O-])O, CCO, Cl, CC(c1ccnc(C#N)c1)C(F)(F)F, NO, [Na+]. Product: CC(c1ccnc(C(N)=O)c1)C(F)(F)F. As a reaction SMILES: [C:1]([O-:2])(=[O:3])[OH:4].[CH3:23][CH2:24][OH:25].[ClH:6].[F:9][C:10]([CH:11]([CH3:12])[c:13]1[cH:14][c:15]([C:19]#[N:20])[n:16][cH:17][cH:18]1)([F:21])[F:22].[NH2:7][OH:8].[Na+:5]>>[O:2]=[C:19]([c:15]1[cH:14][c:13]([CH:11]([C:10]([F:9])([F:21])[F:22])[CH3:12])[cH:18][cH:17][n:16]1)[NH2:20]. The solvent is ClCCl (dichloromethane). Starting materials: CS(=O)(=O)C1=NC=C2C(=N1)N=C(NC2=O)C2=C(C=CC=C2)OCCC (7-methylsulphonyl-4-oxo-2-(2-propoxyphenyl)-3,4-dihydropyrimido[4,5-d]pyrimidine), C(C)NCCO (2-(ethylamino)ethanol). As a reaction SMILES: CS([C:5]1[N:10]=[C:9]2[N:11]=[C:12]([C:16]3[CH:21]=[CH:20][CH:19]=[CH:18][C:17]=3[O:22][CH2:23][CH2:24][CH3:25])[NH:13][C:14](=[O:15])[C:8]2=[CH:7][N:6]=1)(=O)=O.[CH2:26]([NH:28][CH2:29][CH2:30][OH:31])[CH3:27]>ClCCl>[CH2:26]([N:28]([C:5]1[N:10]=[C:9]2[N:11]=[C:12]([C:16]3[CH:21]=[CH:20][CH:19]=[CH:18][C:17]=3[O:22][CH2:23][CH2:24][CH3:25])[NH:13][C:14](=[O:15])[C:8]2=[CH:7][N:6]=1)[CH2:29][CH2:30][OH:31])[CH3:27]. Reported procedure: In a similar manner to Example 31 reaction of 7-methylsulphonyl-4-oxo-2-(2-propoxyphenyl)-3,4-dihydropyrimido[4,5-d]pyrimidine (0.40 g) and 2-(ethylamino)ethanol (0.64 g) in dichloromethane (12 ml) yielded the title compound, 137 mg, m.p. 141°-2° C. (recrystallised from isopropanol-ether). The product is C(C)N(CCO)C1=NC=C2C(=N1)N=C(NC2=O)C2=C(C=CC=C2)OCCC (7-(N-Ethyl-N-hydroxyethylamino)-4-oxo-2-(2-propoxyphenyl)-3,4-dihydropyrimido[4.5-d]pyrimidine).